This data is from the Open Reaction Database (ORD), a public repository of structured organic reaction records. The task is: describe an organic reaction: reactants, conditions, products, and yield Reactants: C1CCOC1, O=C1OC(CO)CC1Cc1c(Cl)cc(-c2ccc(C(=O)N3CCC(C(F)(F)F)CC3)cc2)cc1Cl, Cl, [O-][I+3]([O-])([O-])O, [Na+], [OH-], O. Product: O=C1OC(O)CC1Cc1c(Cl)cc(-c2ccc(C(=O)N3CCC(C(F)(F)F)CC3)cc2)cc1Cl. RXN SMILES: [CH2:43]1[O:44][CH2:45][CH2:46][CH2:47]1.[Cl:1][c:2]1[cH:3][c:4](-[c:18]2[cH:19][cH:20][c:21]([C:24](=[O:25])[N:26]3[CH2:27][CH2:28][CH:29]([C:32]([F:33])([F:34])[F:35])[CH2:30][CH2:31]3)[cH:22][cH:23]2)[cH:5][c:6]([Cl:17])[c:7]1[CH2:8][CH:9]1[C:10](=[O:16])[O:11][CH:12]([CH2:14][OH:15])[CH2:13]1.[ClH:49].[I+3:38]([O-:39])([OH:40])([O-:41])[O-:42].[Na+:37].[OH-:36].[OH2:48]>>[Cl:1][c:2]1[cH:3][c:4](-[c:18]2[cH:19][cH:20][c:21]([C:24](=[O:25])[N:26]3[CH2:27][CH2:28][CH:29]([C:32]([F:33])([F:34])[F:35])[CH2:30][CH2:31]3)[cH:22][cH:23]2)[cH:5][c:6]([Cl:17])[c:7]1[CH2:8][CH:9]1[C:10](=[O:16])[O:11][CH:12]([OH:39])[CH2:13]1. Reactants: O (Water), BrC=1C(=NC=C(C1)C1=CC(=NC2=NC=CC=C12)C1=C(C=CC(=C1)Cl)F)N (3-bromo-5-[2-(5-chloro-2-fluoro-phenyl)-[1,8]naphthyridin-4-yl]-pyridin-2-ylamine), CN1N=CC(=C1)B1OC(C)(C)C(C)(C)O1 (1-methyl-1H-pyrazole-4-boronic acid pinacol ester), C([O-])([O-])=O.[K+].[K+] (potassium carbonate). The reagents and catalysts are [Pd].C1(=CC=CC=C1)P(C1=CC=CC=C1)C1=CC=CC=C1.C1(=CC=CC=C1)P(C1=CC=CC=C1)C1=CC=CC=C1.C1(=CC=CC=C1)P(C1=CC=CC=C1)C1=CC=CC=C1.C1(=CC=CC=C1)P(C1=CC=CC=C1)C1=CC=CC=C1 (tetrakis(triphenylphosphine)-palladium). Solvent: CN(C)C=O (DMF). Reaction conditions: temperature 130 celsius. Product: ClC=1C=CC(=C(C1)C1=NC2=NC=CC=C2C(=C1)C=1C=C(C(=NC1)N)C=1C=NN(C1)C)F (5-[2-(5-chloro-2-fluoro-phenyl)-[1,8]naphthyridin-4-yl]-3-(1-methyl-1H-pyrazol-4-yl)-pyridin-2-ylamine). As a reaction SMILES: Br[C:2]1[C:3]([NH2:26])=[N:4][CH:5]=[C:6]([C:8]2[C:17]3[C:12](=[N:13][CH:14]=[CH:15][CH:16]=3)[N:11]=[C:10]([C:18]3[CH:23]=[C:22]([Cl:24])[CH:21]=[CH:20][C:19]=3[F:25])[CH:9]=2)[CH:7]=1.[CH3:27][N:28]1[CH:32]=[C:31](B2OC(C)(C)C(C)(C)O2)[CH:30]=[N:29]1.C(=O)([O-])[O-].[K+].[K+].O>CN(C=O)C.[Pd].C1(P(C2C=CC=CC=2)C2C=CC=CC=2)C=CC=CC=1.C1(P(C2C=CC=CC=2)C2C=CC=CC=2)C=CC=CC=1.C1(P(C2C=CC=CC=2)C2C=CC=CC=2)C=CC=CC=1.C1(P(C2C=CC=CC=2)C2C=CC=CC=2)C=CC=CC=1>[Cl:24][C:22]1[CH:21]=[CH:20][C:19]([F:25])=[C:18]([C:10]2[CH:9]=[C:8]([C:6]3[CH:7]=[C:2]([C:31]4[CH:30]=[N:29][N:28]([CH3:27])[CH:32]=4)[C:3]([NH2:26])=[N:4][CH:5]=3)[C:17]3[C:12](=[N:13][CH:14]=[CH:15][CH:16]=3)[N:11]=2)[CH:23]=1 |f:2.3.4,7.8.9.10.11|. Reported procedure: A slurry of 297 mg (0.65 mmol) 3-bromo-5-[2-(5-chloro-2-fluoro-phenyl)-[1,8]naphthyridin-4-yl]-pyridin-2-ylamine, 270 mg (1.30 mmol) 1-methyl-1H-pyrazole-4-boronic acid pinacol ester and 270 mg (1.95 mmol) potassium carbonate in 3 ml DMF was flushed with nitrogen and then 75 mg (0.07 mmol) tetrakis(triphenylphosphine)-palladium were added. This mixture was heated for 30 minutes at a temperature of 130° C. in the microwave. Water was added to the reaction mixture and the resulting precipitate was... Reaction SMILES: [C:1]1([C:7]2[CH:11]=[CH:10][S:9][N:8]=2)[CH:6]=[CH:5][CH:4]=[CH:3][CH:2]=1.[OH2:12].C(Cl)(Cl)Cl>O1CCCC1>[C:1]1([C:7]2[CH:11]=[CH:10][SH:9]([CH:6]([OH:12])[CH2:1][CH2:2][CH3:3])[N:8]=2)[CH:2]=[CH:3][CH:4]=[CH:5][CH:6]=1. Conditions: time 1 hour. Solvent: O1CCCC1 (tetrahydrofuran). The reactants are C1(=CC=CC=C1)C1=NSC=C1 (3-phenylisothiazole), butylaldehyde, O (Water), C(Cl)(Cl)Cl (chloroform). Product: C1(=CC=CC=C1)C1=NS(C=C1)C(CCC)O (3-Phenyl-S-(1-hydroxybutyl)isothiazole). Procedure: Dissolved in 60 ml of anhydrous tetrahydrofuran were 3.1 g (19.1 mmol) of 3-phenylisothiazole, followed by the addition 18.2 ml of an n-butyl lithium-hexane solution (1.57 mol/l) under a nitrogen gas stream at -78° C. over a dry ice-acetone bath. After the resulting mixture was stirred for 1 hour, 1.51 g (21 mmol) of butylaldehyde were added dropwise. The solution was stirred for 1 hour at the same temperature, whereby the reaction was completed. Water and chloroform were added. The reaction pro... Reactants: C(C)OC(=O)C1(CC1)C1=CC=C(C=C1)C1=CC=C(C=C1)C1=C(C(=NO1)C)N (1-[4′-(4-amino-3-methyl-isoxazol-5-yl)-biphenyl-4-yl]-cyclopropanecarboxylic acid ethyl ester), BrC1=NC(=CC=C1)CC1=CC(=CC=C1)F (2-bromo-6-(3-fluoro-benzyl)-pyridine). Yields the product C(C)OC(=O)C1(CC1)C1=CC=C(C=C1)C1=CC=C(C=C1)C1=C(C(=NO1)C)NC1=NC(=CC=C1)CC1=CC(=CC=C1)F (1-(4′-{4-[6-(3-Fluoro-benzyl)-pyridin-2-ylamino]-3-methyl-isoxazol-5-yl}-biphenyl-4-yl)-cyclopropanecarboxylic acid ethyl ester). RXN SMILES: [CH2:1]([O:3][C:4]([C:6]1([C:9]2[CH:14]=[CH:13][C:12]([C:15]3[CH:20]=[CH:19][C:18]([C:21]4[O:25][N:24]=[C:23]([CH3:26])[C:22]=4[NH2:27])=[CH:17][CH:16]=3)=[CH:11][CH:10]=2)[CH2:8][CH2:7]1)=[O:5])[CH3:2].Br[C:29]1[CH:34]=[CH:33][CH:32]=[C:31]([CH2:35][C:36]2[CH:41]=[CH:40][CH:39]=[C:38]([F:42])[CH:37]=2)[N:30]=1>>[CH2:1]([O:3][C:4]([C:6]1([C:9]2[CH:10]=[CH:11][C:12]([C:15]3[CH:20]=[CH:19][C:18]([C:21]4[O:25][N:24]=[C:23]([CH3:26])[C:22]=4[NH:27][C:29]4[CH:34]=[CH:33][CH:32]=[C:31]([CH2:35][C:36]5[CH:41]=[CH:40][CH:39]=[C:38]([F:42])[CH:37]=5)[N:30]=4)=[CH:17][CH:16]=3)=[CH:13][CH:14]=2)[CH2:8][CH2:7]1)=[O:5])[CH3:2]. Reported procedure: Prepared according to the procedure described in Example 68, Step 2, using 1-[4′-(4-amino-3-methyl-isoxazol-5-yl)-biphenyl-4-yl]-cyclopropanecarboxylic acid ethyl ester and 2-bromo-6-(3-fluoro-benzyl)-pyridine.